From a dataset of the Open Reaction Database (ORD), a public repository of structured organic reaction records. describe an organic reaction: reactants, conditions, products, and yield The reactants are O=C(CBr)c1ccc(F)c(Cl)c1, CCOC(C)=O, O=C(OC1CN2CCC1CC2)C(Nc1ccccc1)c1ccccc1. Yields the product [Br-], O=C(C[N+]12CCC(CC1)C(OC(=O)C(Nc1ccccc1)c1ccccc1)C2)c1ccc(F)c(Cl)c1. As a reaction SMILES: [Br:26][CH2:27][C:28](=[O:29])[c:30]1[cH:31][c:32]([Cl:37])[c:33]([F:36])[cH:34][cH:35]1.[CH3:38][CH2:39][O:40][C:41]([CH3:42])=[O:43].[c:1]1([CH:7]([C:8](=[O:9])[O:10][CH:11]2[CH2:12][N:13]3[CH2:14][CH2:15][CH:16]2[CH2:17][CH2:18]3)[NH:19][c:20]2[cH:21][cH:22][cH:23][cH:24][cH:25]2)[cH:2][cH:3][cH:4][cH:5][cH:6]1>>[Br-:26].[c:1]1([CH:7]([C:8](=[O:9])[O:10][CH:11]2[CH2:12][N+:13]3([CH2:27][C:28](=[O:29])[c:30]4[cH:31][c:32]([Cl:37])[c:33]([F:36])[cH:34][cH:35]4)[CH2:14][CH2:15][CH:16]2[CH2:17][CH2:18]3)[NH:19][c:20]2[cH:21][cH:22][cH:23][cH:24][cH:25]2)[cH:2][cH:3][cH:4][cH:5][cH:6]1. Reactants: Cl (hydrochloric acid), ClCC(=O)NC(CC1=CC=C(C=C1)Cl)(C)C (2-chloro-N-(1-(4-chlorophenyl)-2-methylpropan-2-yl)acetamide), C([O-])(O)=O.[Na+] (sodium bicarbonate). The solvent is O1CCOCC1 (dioxane). Conditions: temperature 105 celsius, time 16 hour. The product is ClC1=CC=C(C=C1)CC(C)(N)C (1-(4-chlorophenyl)-2-methylpropan-2-amine). Yield: 38.1%. RXN SMILES: ClCC([NH:5][C:6]([CH3:16])([CH3:15])[CH2:7][C:8]1[CH:13]=[CH:12][C:11]([Cl:14])=[CH:10][CH:9]=1)=O.Cl.C(=O)(O)[O-].[Na+]>O1CCOCC1>[Cl:14][C:11]1[CH:10]=[CH:9][C:8]([CH2:7][C:6]([CH3:16])([NH2:5])[CH3:15])=[CH:13][CH:12]=1 |f:2.3|. Procedure details: To a mixture of 2-chloro-N-(1-(4-chlorophenyl)-2-methylpropan-2-yl)acetamide (259 mg, 1.00 mmol) in dioxane (5.0 mL) was added conc. hydrochloric acid (20 mL). After stirring at 105° C. for 16 hours, the reaction mixture was poured onto ice and basified by the addition of saturated aq. sodium bicarbonate to pH>8. The mixture was extracted with ethyl acetate and the combined organic fractions were washed with water, dried over sodium sulfate and concentrated under vacuum. The crude product was th...